From a dataset of the Open Reaction Database (ORD), a public repository of structured organic reaction records. describe an organic reaction: reactants, conditions, products, and yield The reactants are ClCCCl, CC(C)C(C(=O)O)N1Cc2ccnc3[nH]cc(c23)C1=O, CN1CCOCC1, Cl, N#CC1CNC1, CN(C)C=O, On1nnc2ccccc21. Yields the product CC(C)C(C(=O)N1CC(C#N)C1)N1Cc2ccnc3[nH]cc(c23)C1=O. Reaction SMILES: [CH2:31]([Cl:32])[CH2:33][Cl:34].[CH3:1][CH:2]([CH:3]([C:4](=[O:5])[OH:6])[N:7]1[CH2:8][c:9]2[cH:10][cH:11][n:12][c:13]3[c:14]2[c:15]([cH:18][nH:19]3)[C:16]1=[O:17])[CH3:20].[CH3:42][N:43]1[CH2:44][CH2:45][O:46][CH2:47][CH2:48]1.[ClH:41].[NH:35]1[CH2:36][CH:37]([C:39]#[N:40])[CH2:38]1.[O:49]=[CH:50][N:51]([CH3:52])[CH3:53].[OH:21][n:22]1[c:23]2[c:24]([cH:25][cH:26][cH:27][cH:28]2)[n:29][n:30]1>>[CH3:1][CH:2]([CH:3]([C:4](=[O:6])[N:35]1[CH2:36][CH:37]([C:39]#[N:40])[CH2:38]1)[N:7]1[CH2:8][c:9]2[cH:10][cH:11][n:12][c:13]3[c:14]2[c:15]([cH:18][nH:19]3)[C:16]1=[O:17])[CH3:20].